From a dataset of the Open Reaction Database (ORD), a public repository of structured organic reaction records. describe an organic reaction: reactants, conditions, products, and yield The reactants are ClC1=C(C(=O)O)C=CC=N1 (2-chloronicotinic acid), C(C)NC1=CC2=C(C=C1)OCO2 (N-ethyl-3,4-methylenedioxyaniline), S(=O)(Cl)Cl (thionyl chloride), [S-]C#N.[NH4+] (ammonium thiocyanate). Solvent: CC(=O)C (acetone), CN(C)C=O (DMF), CC(=O)C (acetone). Product: C(C)N(C1=CC2=C(C=C1)OCO2)C=2SC1=C(C(N2)=O)C=CC=N1 (2-[N-ethyl-N-(3,4-methylenedioxyphenyl)amino]-4H-pyrido[3,2-e]-1,3-thiazin-4-one). Yield: 57.9%. RXN SMILES: Cl[C:2]1[N:10]=[CH:9][CH:8]=[CH:7][C:3]=1[C:4]([OH:6])=O.S(Cl)(Cl)=O.[S-:15][C:16]#[N:17].[NH4+].[CH2:19]([NH:21][C:22]1[CH:27]=[CH:26][C:25]2[O:28][CH2:29][O:30][C:24]=2[CH:23]=1)[CH3:20]>CC(C)=O.CN(C=O)C>[CH2:19]([N:21]([C:16]1[S:15][C:2]2[N:10]=[CH:9][CH:8]=[CH:7][C:3]=2[C:4](=[O:6])[N:17]=1)[C:22]1[CH:27]=[CH:26][C:25]2[O:28][CH2:29][O:30][C:24]=2[CH:23]=1)[CH3:20] |f:2.3|. Procedure details: The reaction procedure of Example 57 was followed except that 1.585 mg (10.08 mmol) of 2-chloronicotinic acid, 15 ml of thionyl chloride, two droplets of DMF, 844 mg of ammonium thiocyanate, 15 ml of acetone, 1.83 g of N-ethyl-3,4-methylenedioxyaniline and 10 ml of acetone were used. The resulting crude product was then recrystallized from a mixture of ethanol and ether to obtain 1.91 g of 2-[N-ethyl-N-(3,4-methylenedioxyphenyl)amino]-4H-pyrido[3,2-e]-1,3-thiazin-4-one. Reactants: CCOC(=O)C=O, Cc1ccccc1, ClC(Cl)Cl, O=C(C=P(c1ccccc1)(c1ccccc1)c1ccccc1)C12CCCN(CC1)C2. Product: CCOC(=O)C=CC(=O)C12CCCN(CC1)C2. As a reaction SMILES: [C:38]([CH:39]=[O:40])(=[O:41])[O:42][CH2:43][CH3:44].[CH3:31][c:32]1[cH:33][cH:34][cH:35][cH:36][cH:37]1.[CH:45]([Cl:46])([Cl:47])[Cl:48].[N:1]12[CH2:2][CH2:3][CH2:4][C:5]([C:9]([CH:10]=[P:11]([c:12]3[cH:13][cH:14][cH:15][cH:16][cH:17]3)([c:18]3[cH:19][cH:20][cH:21][cH:22][cH:23]3)[c:24]3[cH:25][cH:26][cH:27][cH:28][cH:29]3)=[O:30])([CH2:6][CH2:7]1)[CH2:8]2>>[N:1]12[CH2:2][CH2:3][CH2:4][C:5]([C:9]([CH:10]=[CH:39][C:38](=[O:41])[O:42][CH2:43][CH3:44])=[O:30])([CH2:6][CH2:7]1)[CH2:8]2. Reactants: O=S(Cl)Cl, O=C(O)COC(c1ccccc1)c1ccccc1, c1ccccc1. The product is O=C(Cl)COC(c1ccccc1)c1ccccc1. RXN SMILES: [S:1]([Cl:2])([Cl:3])=[O:4].[c:5]1([CH:11]([O:12][CH2:13][C:14](=[O:15])[OH:16])[c:17]2[cH:18][cH:19][cH:20][cH:21][cH:22]2)[cH:6][cH:7][cH:8][cH:9][cH:10]1.[cH:23]1[cH:24][cH:25][cH:26][cH:27][cH:28]1>>[Cl:3][C:14]([CH2:13][O:12][CH:11]([c:5]1[cH:6][cH:7][cH:8][cH:9][cH:10]1)[c:17]1[cH:18][cH:19][cH:20][cH:21][cH:22]1)=[O:15]. The reactants are C[C@@H]1CC[C@H]2[C@H]([C@H](O[C@H]3[C@@]24[C@H]1CCC(O3)(OO4)C)O)C (dihydroqinghaosu), CN=C=O (methyl isocyanate). Solvent: C(Cl)Cl (CH2Cl2). Yields the product C[C@@H]1CC[C@H]2[C@H]([C@H](O[C@H]3[C@@]24[C@H]1CCC(O3)(OO4)C)O)C.CNC([O-])=O (Dihydroqinghaosu Methylcarbamate). The yield is 121.4%. Reaction SMILES: [CH3:1][C@H:2]1[C@@H:11]2[CH2:12][CH2:13][C:14]3([CH3:18])[O:16][O:17][C@:10]42[C@H:5]([C@@H:6]([CH3:20])[C@@H:7]([OH:19])[O:8][C@@H:9]4[O:15]3)[CH2:4][CH2:3]1.[CH3:21][N:22]=[C:23]=[O:24]>C(Cl)Cl>[CH3:1][C@H:2]1[C@@H:11]2[CH2:12][CH2:13][C:14]3([CH3:18])[O:16][O:17][C@:10]42[C@H:5]([C@@H:6]([CH3:20])[C@@H:7]([OH:19])[O:8][C@@H:9]4[O:15]3)[CH2:4][CH2:3]1.[CH3:21][NH:22][C:23](=[O:8])[O-:24] |f:3.4|. Procedure details: A solution of dihydroqinghaosu (284 mg, 1 mmol) in dry CH2Cl2 (6 ml) and methyl isocyanate (63 mg, 1.1 mmol) was refluxed for ca. 2 days. The solution was filtered and evaporated in vacuo at 40° C. to give a solid, which was chromatographed on a silica-gel column with petroleumether/AcOEt 8:2. The fraction obtained was evaporated to give a white powder (217.6 mg). Reactants: ClC1=CC(=C(C=C1O)N1C(=NC(=CC1=O)C(F)(F)F)OCCC)F (1-(4-chloro-2-fluoro-5-hydroxyphenyl)-2-propoxy-4-trifluoromethyl-6(1H)-pyrimidinone), C(C#C)Br (propargyl bromide), C([O-])([O-])=O.[Na+].[Na+] (sodium carbonate). Run in CC(=O)C (acetone). Yields the product ClC1=CC(=C(C=C1OCC#C)N1C(=NC(=CC1=O)C(F)(F)F)OCCC)F (1-[4-chloro-2-fluoro-5-(2-propynyloxy) -phenyl]-2-propoxy-4-trifluoromethyl-6(1H)-pyrimidinone). As a reaction SMILES: [Cl:1][C:2]1[C:7]([OH:8])=[CH:6][C:5]([N:9]2[C:14](=[O:15])[CH:13]=[C:12]([C:16]([F:19])([F:18])[F:17])[N:11]=[C:10]2[O:20][CH2:21][CH2:22][CH3:23])=[C:4]([F:24])[CH:3]=1.[CH2:25](Br)[C:26]#[CH:27].C(=O)([O-])[O-].[Na+].[Na+]>CC(C)=O>[Cl:1][C:2]1[C:7]([O:8][CH2:27][C:26]#[CH:25])=[CH:6][C:5]([N:9]2[C:14](=[O:15])[CH:13]=[C:12]([C:16]([F:18])([F:17])[F:19])[N:11]=[C:10]2[O:20][CH2:21][CH2:22][CH3:23])=[C:4]([F:24])[CH:3]=1 |f:2.3.4|. Reported procedure: using 1-(4-chloro-2-fluoro-5-hydroxyphenyl)-2-propoxy-4-trifluoromethyl-6(1H)-pyrimidinone and propargyl bromide with sodium carbonate in acetone there is obtained 1-[4-chloro-2-fluoro-5-(2-propynyloxy) -phenyl]-2-propoxy-4-trifluoromethyl-6(1H)-pyrimidinone, 1H-NMR (CDCl3, 400 MHz): 7.34 ppm (d,1H), 6.98 ppm (d,1H), 6.60 ppm (s,1H), 4.76 ppm (m,2H), 4.39 ppm (m,2H), 2.56 ppm (t,1H), 1.67 ppm (m,2H), 0.85 ppm (t,3H);